This data is from the Open Reaction Database (ORD), a public repository of structured organic reaction records. The task is: describe an organic reaction: reactants, conditions, products, and yield The reagents and catalysts are [Pd] (Pd/C). As a reaction SMILES: [CH3:1][C:2]([C:6]1([OH:21])[CH2:10][CH2:9][N:8](C(OCC2C=CC=CC=2)=O)[CH2:7]1)([CH3:5])[CH:3]=[CH2:4]>CO.[Pd]>[CH3:5][C:2]([C:6]1([OH:21])[CH2:10][CH2:9][NH:8][CH2:7]1)([CH3:1])[CH2:3][CH3:4]. Procedure details: Benzyl 3-(1,1-dimethylprop-2-en-1-yl)-3-hydroxypyrrolidine-1-carboxylate (56 mg, 0.00019 mol) was dissolved in methanol and to this solution was added Pd/C (10% dry, 10 mg). The reaction vessel was purged with hydrogen and allowed to stir for 3 h with a hydrogen balloon. The catalyst was filtered off and the filtrate was concentrated in-vacuo to afford the desired product. LCMS (M+H)=158. The product is CC(CC)(C)C1(CNCC1)O (3-(1,1-dimethylpropyl)pyrrolidin-3-ol). Run in CO (methanol). Reaction conditions: time 3 hour. Starting materials: CC(C=C)(C)C1(CN(CC1)C(=O)OCC1=CC=CC=C1)O (Benzyl 3-(1,1-dimethylprop-2-en-1-yl)-3-hydroxypyrrolidine-1-carboxylate). Starting materials: CC(C)(C)OC(=O)NC1(C#N)CC1, CC[O-], CO, CCO, [Cl-], N, [NH4+], [Na+]. The product is CC(C)(C)OC(=O)NC1(C(=N)N)CC1. Reaction SMILES: [C:1]([CH3:2])([CH3:3])([CH3:4])[O:5][C:6]([NH:7][C:8]1([C:11]#[N:12])[CH2:9][CH2:10]1)=[O:13].[CH3:15][CH2:16][O-:17].[CH3:21][OH:22].[CH3:23][CH2:24][OH:25].[Cl-:18].[NH3:20].[NH4+:19].[Na+:14]>>[C:1]([CH3:2])([CH3:3])([CH3:4])[O:5][C:6]([NH:7][C:8]1([C:11]([NH2:12])=[NH:19])[CH2:9][CH2:10]1)=[O:13]. Starting materials: C(O)([O-])=O.[Na+] (sodium hydrogencarbonate), CNC (dimethylamine), C(C)(=O)O[BH-](OC(C)=O)OC(C)=O.[Na+] (sodium triacetoxy borohydride), NC1=C2N=C(N(C2=NC(=N1)OCCOC)CCC1CCN(CC1)CC1=CC=C(C=O)C=C1)OC (4-(4-{2-[6-Amino-8-methoxy-2-(2-methoxyethoxy)purin-9-yl]ethyl}-piperidin-1-ylmethyl)benzaldehyde). Solvent: C1CCOC1 (THF). Run at time 20 hour. Product: CN(C)CC1=CC=C(CN2CCC(CC2)CCN2C3=NC(=NC(=C3N=C2OC)N)OCCOC)C=C1 (9-{2-[1-(4-Dimethylaminomethylbenzyl)piperidin-4-yl]ethyl}-8-methoxy-2-(2-methoxyethoxy)-9H-purin-6-ylamine). The yield is 34.3%. RXN SMILES: [NH2:1][C:2]1[N:10]=[C:9]([O:11][CH2:12][CH2:13][O:14][CH3:15])[N:8]=[C:7]2[C:3]=1[N:4]=[C:5]([O:33][CH3:34])[N:6]2[CH2:16][CH2:17][CH:18]1[CH2:23][CH2:22][N:21]([CH2:24][C:25]2[CH:32]=[CH:31][C:28]([CH:29]=O)=[CH:27][CH:26]=2)[CH2:20][CH2:19]1.[CH3:35][NH:36][CH3:37].C(O[BH-](OC(=O)C)OC(=O)C)(=O)C.[Na+].C(=O)([O-])O.[Na+]>C1COCC1>[CH3:35][N:36]([CH2:29][C:28]1[CH:31]=[CH:32][C:25]([CH2:24][N:21]2[CH2:20][CH2:19][CH:18]([CH2:17][CH2:16][N:6]3[C:5]([O:33][CH3:34])=[N:4][C:3]4[C:7]3=[N:8][C:9]([O:11][CH2:12][CH2:13][O:14][CH3:15])=[N:10][C:2]=4[NH2:1])[CH2:23][CH2:22]2)=[CH:26][CH:27]=1)[CH3:37] |f:2.3,4.5|. Procedure details: The compound (0.31 g, 1.66 mmol) obtained in Step (ii) was dissolved in THF (10 ml), and thereto were added at 0° C. dimethylamine (2M THF solution, 2.62 ml, 5.24 mmol) and sodium triacetoxy borohydride (0.56 g, 2.62 mmol), and the mixture was stirred at room temperature for 20 hours. The mixture was cooled to 0° C., and thereto was added a saturated aqueous sodium hydrogencarbonate solution, and the mixture was extracted three times with chloroform/ethanol=3/1. The extract was dried over magnes... Starting materials: CC(CC(O)C1=C(OC(=C1)C1=CC=CC=C1)C)C (3-methyl-1-(2-methyl-5-phenylfuran-3-yl)butan-1-ol), S(=O)(Cl)Cl (thionyl chloride). The solvent is C1(=CC=CC=C1)C (toluene). Run at time 8 hour. Yields the product ClC(CC(C)C)C1=C(OC(=C1)C1=CC=CC=C1)C (3-(1-chloro-3-methylbutyl)-2-methyl-5-phenylfuran). Yield: 100.0%. Reaction SMILES: [CH3:1][CH:2]([CH3:18])[CH2:3][CH:4]([C:6]1[CH:10]=[C:9]([C:11]2[CH:16]=[CH:15][CH:14]=[CH:13][CH:12]=2)[O:8][C:7]=1[CH3:17])O.S(Cl)([Cl:21])=O>C1(C)C=CC=CC=1>[Cl:21][CH:4]([C:6]1[CH:10]=[C:9]([C:11]2[CH:16]=[CH:15][CH:14]=[CH:13][CH:12]=2)[O:8][C:7]=1[CH3:17])[CH2:3][CH:2]([CH3:18])[CH3:1]. Procedure: To a solution of 3-methyl-1-(2-methyl-5-phenylfuran-3-yl)butan-1-ol (1.5 g) in toluene (20 mL) was added thionyl chloride (0.9 mL), and the mixture was stirred at room temperature overnight. The solvent was evaporated under reduced pressure to give the title compound (1.6 g, 100%) as an oil. Starting materials: FC1=NC=C(C=C1F)C(F)(F)F (2,3-difluoro-5-trifluoromethyl-pyridine), ice water, Cl (hydrochloric acid), C1(O)=CC=C(O)C=C1 (hydroquinone), [OH-].[K+] (potassium hydroxide). Solvent: CS(=O)C (dimethylsulfoxide), CS(=O)C (dimethylsulfoxide). Product: FC=1C(=NC=C(C1)C(F)(F)F)OC1=CC=C(C=C1)O (4-(3-fluoro-5-trifluoromethylpyridin-2-yloxy)-phenol). Yield: 70.8%. Reaction SMILES: [C:1]1([CH:8]=[CH:7][C:5]([OH:6])=[CH:4][CH:3]=1)[OH:2].[OH-].[K+].F[C:12]1[C:17]([F:18])=[CH:16][C:15]([C:19]([F:22])([F:21])[F:20])=[CH:14][N:13]=1.Cl>CS(C)=O>[F:18][C:17]1[C:12]([O:2][C:1]2[CH:8]=[CH:7][C:5]([OH:6])=[CH:4][CH:3]=2)=[N:13][CH:14]=[C:15]([C:19]([F:21])([F:20])[F:22])[CH:16]=1 |f:1.2|. Procedure details: A mixture of 16.5 g (0.15 mol) of hydroquinone, 19.1 g (0.3 mol) of potassium hydroxide (88%) in 600 ml of dimethylsulfoxide is stirred at room temperature under a nitrogen atmosphere until everything is dissolved. A solution of 13.7 g (0.075 mol) of 2,3-difluoro-5-trifluoromethyl-pyridine in 25 ml of dimethylsulfoxide is added dropwise at a temperature of 15°-20°. The reaction mixture is then stirred at room temperature for 24 hours. Then it is poured into ice/water and the mixture is acidified... Reactants: COC=1CCCCC(N1)CC1=CC(=NN1C1=CC=CC=C1)C(F)(F)F (3,4,5,6-tetrahydro-7-methoxy-2-[[1-phenyl-3-(trifluoromethyl)-1H-pyrazol-5-yl]methyl]-2H-azepine), [Cl-].[NH4+] (ammonium chloride). Yields the product Cl.C1(=CC=CC=C1)N1N=C(C=C1CC1CCCCC(N1)=N)C(F)(F)F (hexahydro-7-[[1-phenyl-3-(trifluoromethyl)-1H-pyrazol-5-yl]methyl]-2H-azepin-2-imine, monohydrochloride). As a reaction SMILES: CO[C:3]1[CH2:4][CH2:5][CH2:6][CH2:7][CH:8]([CH2:10][C:11]2[N:15]([C:16]3[CH:21]=[CH:20][CH:19]=[CH:18][CH:17]=3)[N:14]=[C:13]([C:22]([F:25])([F:24])[F:23])[CH:12]=2)[N:9]=1.[Cl-:26].[NH4+:27]>>[ClH:26].[C:16]1([N:15]2[C:11]([CH2:10][CH:8]3[NH:9][C:3](=[NH:27])[CH2:4][CH2:5][CH2:6][CH2:7]3)=[CH:12][C:13]([C:22]([F:25])([F:24])[F:23])=[N:14]2)[CH:21]=[CH:20][CH:19]=[CH:18][CH:17]=1 |f:1.2,3.4|. Procedure details: The title material of Example 138 is reacted with ammonium chloride by the method of Example 5 to generate the title compound. The reactants are O=C1CC(=C(C2=C1N1C(=CS2)C=CC=C1)C(=O)O)C(=O)O (1-oxo-pyrido[2,1-C][1,4]benzothiazine-3,4-dicarboxylic acid). Run in C1=CC=C(C=C1)C2=CC=CC=C2.C1=CC=C(C=C1)OC2=CC=CC=C2 (Dow-Therm-A). Conditions: temperature 230 celsius, time 1 hour. The product is O=C1CC(=CC2=C1N1C(=CS2)C=CC=C1)C(=O)O (1-oxo-pyrido[2,1-C][1,4]benzothiazine-3-carboxylic acid). Isolated yield 68.2%. Reaction SMILES: [O:1]=[C:2]1[C:7]2[N:8]3[CH:15]=[CH:14][CH:13]=[CH:12][C:9]3=[CH:10][S:11][C:6]=2[C:5](C(O)=O)=[C:4]([C:19]([OH:21])=[O:20])[CH2:3]1>C1C=CC(C2C=CC=CC=2)=CC=1.C1C=CC(OC2C=CC=CC=2)=CC=1>[O:1]=[C:2]1[C:7]2[N:8]3[CH:15]=[CH:14][CH:13]=[CH:12][C:9]3=[CH:10][S:11][C:6]=2[CH:5]=[C:4]([C:19]([OH:21])=[O:20])[CH2:3]1 |f:1.2|. Reported procedure: A mixture of 6 g of 1-oxo-pyrido[2,1-C][1,4]benzothiazine-3,4-dicarboxylic acid in 60 ml Dow-Therm-A was stirred at 230° C. for 1 hr. (until no more gas was evolved). It was then allowed to cool, filtered, and the precipitate washed with ether giving 4.1 g crude product which was crystallized from 1N NaOH and 1N HCl to give 3.5 g product, m.p. 222° C.